Dataset: the Open Reaction Database (ORD), a public repository of structured organic reaction records. Task: describe an organic reaction: reactants, conditions, products, and yield Reactants: CS(=O)(=O)c1nccc(-n2cnc3ccccc32)n1, NCc1ccc(F)cc1. The product is Fc1ccc(CNc2nccc(-n3cnc4ccccc43)n2)cc1. Reaction SMILES: [CH3:1][S:2](=[O:3])(=[O:4])[c:5]1[n:6][cH:7][cH:8][c:9](-[n:11]2[cH:12][n:13][c:14]3[c:15]2[cH:16][cH:17][cH:18][cH:19]3)[n:10]1.[F:20][c:21]1[cH:22][cH:23][c:24]([CH2:25][NH2:26])[cH:27][cH:28]1>>[c:5]1([NH:26][CH2:25][c:24]2[cH:23][cH:22][c:21]([F:20])[cH:28][cH:27]2)[n:6][cH:7][cH:8][c:9](-[n:11]2[cH:12][n:13][c:14]3[c:15]2[cH:16][cH:17][cH:18][cH:19]3)[n:10]1. Reactants: CC(C)(C)OC(=O)C(C)(C)Br, COC(=O)Cc1ccc(OC(C)(C)C(=O)OC(C)(C)C)cc1, Cl, [Li+], C1COCCO1, [OH-], O, COC(=O)Cc1ccc(O)cc1. Yields the product CC(C)(C)OC(=O)C(C)(C)Oc1ccc(CC(=O)O)cc1. As a reaction SMILES: [Br:35][C:36]([CH3:37])([CH3:38])[C:39]([O:40][C:41]([CH3:42])([CH3:43])[CH3:44])=[O:45].[C:1]([CH3:2])([CH3:3])([CH3:4])[O:5][C:6]([C:7]([CH3:8])([CH3:9])[O:10][c:11]1[cH:12][cH:13][c:14]([CH2:17][C:18](=[O:19])[O:20][CH3:21])[cH:15][cH:16]1)=[O:22].[ClH:48].[Li+:47].[O:50]1[CH2:51][CH2:52][O:53][CH2:54][CH2:55]1.[OH-:46].[OH2:49].[OH:23][c:24]1[cH:25][cH:26][c:27]([CH2:28][C:29]([O:30][CH3:31])=[O:32])[cH:33][cH:34]1>>[C:1]([CH3:2])([CH3:3])([CH3:4])[O:5][C:6]([C:7]([CH3:8])([CH3:9])[O:10][c:11]1[cH:12][cH:13][c:14]([CH2:17][C:18](=[O:19])[OH:20])[cH:15][cH:16]1)=[O:22].